Dataset: the Open Reaction Database (ORD), a public repository of structured organic reaction records. Task: describe an organic reaction: reactants, conditions, products, and yield The reactants are Cl (hydrochloric acid), CC(CC1=C(C=CC(=N1)CO)C1=C(C=CC(=C1)OC)F)(C)C ((6-(2,2-dimethylpropyl)-5-(2-fluoro-5-methoxyphenyl)pyridin-2-yl)methanol), ClC1=CC(=NC(=N1)C)C=CC(=O)OC (methyl 3-(6-chloro-2-methylpyrimidin-4-yl)acrylate), [H-].[Na+] (sodium hydride). Solvent: C1CCOC1 (THF). Reaction conditions: temperature 50 celsius, time 2 hour. The product is CC(CC1=C(C=CC(=N1)COC1=CC(=NC(=N1)C)C=CC(=O)O)C1=C(C=CC(=C1)OC)F)(C)C (3-(6-((6-(2,2-dimethylpropyl)-5-(2-fluoro-5-methoxyphenyl)pyridin-2-yl)methoxy)-2-methylpyrimidin-4-yl)acrylic acid). Yield: 48.5%. Reaction SMILES: [CH3:1][C:2]([CH3:22])([CH3:21])[CH2:3][C:4]1[N:9]=[C:8]([CH2:10][OH:11])[CH:7]=[CH:6][C:5]=1[C:12]1[CH:17]=[C:16]([O:18][CH3:19])[CH:15]=[CH:14][C:13]=1[F:20].Cl[C:24]1[N:29]=[C:28]([CH3:30])[N:27]=[C:26]([CH:31]=[CH:32][C:33]([O:35]C)=[O:34])[CH:25]=1.[H-].[Na+].Cl>C1COCC1>[CH3:1][C:2]([CH3:22])([CH3:21])[CH2:3][C:4]1[N:9]=[C:8]([CH2:10][O:11][C:24]2[N:29]=[C:28]([CH3:30])[N:27]=[C:26]([CH:31]=[CH:32][C:33]([OH:35])=[O:34])[CH:25]=2)[CH:7]=[CH:6][C:5]=1[C:12]1[CH:17]=[C:16]([O:18][CH3:19])[CH:15]=[CH:14][C:13]=1[F:20] |f:2.3|. Procedure details: To a solution of (6-(2,2-dimethylpropyl)-5-(2-fluoro-5-methoxyphenyl)pyridin-2-yl)methanol (606 mg) and methyl 3-(6-chloro-2-methylpyrimidin-4-yl)acrylate (424 mg) in THF (10 mL) was added 60% sodium hydride (120 mg) at 0° C., and the mixture was stirred at 50° C. for 2 hr. The reaction mixture was neutralized with 1N hydrochloric acid, and extracted with ethyl acetate. The extract was washed with saturated brine, and dried over anhydrous sodium sulfate. The solvent was evaporated under reduced ... Reactants: CC(C(=O)OC(C)(C)C)n1c(C(F)F)cc2c(Cl)c(C#N)ccc21, ClCCl, O=C(O)C(F)(F)F. RXN SMILES: [Cl:1][c:2]1[c:3]2[cH:4][c:5]([CH:22]([F:23])[F:24])[n:6]([CH:13]([C:14](=[O:15])[O:16][C:17]([CH3:18])([CH3:19])[CH3:20])[CH3:21])[c:7]2[cH:8][cH:9][c:10]1[C:11]#[N:12].[Cl:32][CH2:33][Cl:34].[F:25][C:26]([F:27])([F:28])[C:29]([OH:30])=[O:31]>>[Cl:1][c:2]1[c:3]2[cH:4][c:5]([CH:22]([F:23])[F:24])[n:6]([CH:13]([C:14](=[O:15])[OH:16])[CH3:21])[c:7]2[cH:8][cH:9][c:10]1[C:11]#[N:12]. Yields the product CC(C(=O)O)n1c(C(F)F)cc2c(Cl)c(C#N)ccc21. Reactants: BrC(CCCl)C(=O)C1=CC=C(C=C1)Cl (4-chlorophenyl 1-bromo-3-chloropropyl ketone), C([O-])([O-])=O.[K+].[K+] (potassium carbonate), N1N=CN=C1 (1,2,4-triazole). The solvent is CC(=O)C (acetone), CC(=O)C (acetone). Yields the product ClC1=CC=C(C(=O)C2(CC2)N2N=CN=C2)C=C1 (1-(4-chlorobenzoyl)-1-(1,2,4-triazol-1-yl)cyclopropane). Isolated yield 82.9%. As a reaction SMILES: Br[CH:2]([C:6]([C:8]1[CH:13]=[CH:12][C:11]([Cl:14])=[CH:10][CH:9]=1)=[O:7])[CH2:3][CH2:4]Cl.C(=O)([O-])[O-].[K+].[K+].[NH:21]1[CH:25]=[N:24][CH:23]=[N:22]1>CC(C)=O>[Cl:14][C:11]1[CH:12]=[CH:13][C:8]([C:6]([C:2]2([N:21]3[CH:25]=[N:24][CH:23]=[N:22]3)[CH2:4][CH2:3]2)=[O:7])=[CH:9][CH:10]=1 |f:1.2.3|. Reported procedure: A solution of 150 g of 4-chlorophenyl 1-bromo-3-chloropropyl ketone in 200 ml of acetone is added dropwise to a boiling solution of 100 g of potassium carbonate and 110 g of 1,2,4-triazole in 400 ml of acetone, and the mixture is then stirred under reflux for 8 hours. It is then evaporated in vacuo, and the residue is stirred in 500 ml of water. The precipitate which separates out is filtered off with suction, washed several times with water and dried. 104 g (82% of theory) of 1-(4-chlorobenzoyl... Reactants: C1(CCCCC1)C[C@@H]1OC1 ((S)-Cyclohexylmethyloxirane), CC(CC)O (2-butanol). Run in CN(C)C=O (DMF), [H-].[Na+] (NaH), CN(C)C=O (DMF), CN(C)C=O (DMF). The product is C(C)(CC)OCC(CC1CCCCC1)O (1-sec-Butoxy-3-cyclohexylpropan-2-ol). Yield: 55.2%. RXN SMILES: [CH:1]1([CH2:7][C@H:8]2[CH2:10][O:9]2)[CH2:6][CH2:5][CH2:4][CH2:3][CH2:2]1.[CH3:11][CH:12]([OH:15])[CH2:13][CH3:14]>CN(C=O)C.[H-].[Na+]>[CH:12]([O:15][CH2:10][CH:8]([OH:9])[CH2:7][CH:1]1[CH2:6][CH2:5][CH2:4][CH2:3][CH2:2]1)([CH2:13][CH3:14])[CH3:11] |f:3.4|. Procedure: The product from Example 1308C (420 mg, 3.0 mmol) in DMF (3.0 mL), 2-butanol (1.1 mL, 12.0 mmol) in DMF (6.0 mL) and NaH, 60% dispersion in mineral oil, (240 mg, 6.0 mmol) in DMF (12 mL) were allowed to react in a manner similar to that described in Example 1308D. The residue was chromatographed (silica gel; EtOAc/hexanes, 1:12) to afford a clear oil (355 mg, 55%). MS (CI/NH3) m/z: (M+NH4)+ 232. Starting materials: O=C(C(=O)O)N1CCC(CC1)OC1=CC=CC=C1 (oxo-(4-phenoxy-piperidin-1-yl)-acetic acid), NC=1C=C2CC(NC2=CC1)=O (5-amino-1,3-dihydro-indol-2-one). Yields the product O=C(C(=O)NC=1C=C2CC(NC2=CC1)=O)N1CCC(CC1)OC1=CC=CC=C1 (2-Oxo-N-(2-oxo-2,3-dihydro-1H-indol-5-yl)-2-(4-phenoxy-piperidin-1-yl)-acetamide). As a reaction SMILES: [O:1]=[C:2]([N:6]1[CH2:11][CH2:10][CH:9]([O:12][C:13]2[CH:18]=[CH:17][CH:16]=[CH:15][CH:14]=2)[CH2:8][CH2:7]1)[C:3]([OH:5])=O.[NH2:19][C:20]1[CH:21]=[C:22]2[C:26](=[CH:27][CH:28]=1)[NH:25][C:24](=[O:29])[CH2:23]2>>[O:1]=[C:2]([N:6]1[CH2:11][CH2:10][CH:9]([O:12][C:13]2[CH:18]=[CH:17][CH:16]=[CH:15][CH:14]=2)[CH2:8][CH2:7]1)[C:3]([NH:19][C:20]1[CH:21]=[C:22]2[C:26](=[CH:27][CH:28]=1)[NH:25][C:24](=[O:29])[CH2:23]2)=[O:5]. Reported procedure: The title compound is prepared from oxo-(4-phenoxy-piperidin-1-yl)-acetic acid and 5-amino-1,3-dihydro-indol-2-one according to the method described in Example 2. The filtered crystals are purified by column chromatography using Kieselgel 60 (Merck) as adsorbent and toluene:methanol=4:1 as eluent. Melting Point: 78-81° C. (diethyl ether) Reactants: C[Si](C)(C)[N-][Si](C)(C)C.[K+] (KHMDS), NC1=C(C(=O)OC)C=C(C(=C1)Cl)I (methyl 2-amino-4-chloro-5-iodobenzoate), NC1=C(C(=O)OC)C=C(C(=C1)Cl)I (methyl 2-amino-4-chloro-5-iodobenzoate), C1(=C(C=CC=C1)OCC(=O)OCC)C (ethyl 2-(o-tolyloxy)acetate). The solvent is C1CCOC1 (THF), C1CCOC1 (THF). Conditions: time 1 hour. Product: ClC1=C(C=C2C(=C(C(NC2=C1)=O)OC1=C(C=CC=C1)C)O)I (7-chloro-4-hydroxy-6-iodo-3-(o-tolyloxy)quinolin-2(1H)-one). Yield: 75.0%. As a reaction SMILES: [NH2:1][C:2]1[CH:11]=[C:10]([Cl:12])[C:9]([I:13])=[CH:8][C:3]=1[C:4]([O:6]C)=O.[C:14]1([CH3:27])[CH:19]=[CH:18][CH:17]=[CH:16][C:15]=1[O:20][CH2:21][C:22](OCC)=[O:23].C[Si]([N-][Si](C)(C)C)(C)C.[K+]>C1COCC1>[Cl:12][C:10]1[CH:11]=[C:2]2[C:3]([C:4]([OH:6])=[C:21]([O:20][C:15]3[CH:16]=[CH:17][CH:18]=[CH:19][C:14]=3[CH3:27])[C:22](=[O:23])[NH:1]2)=[CH:8][C:9]=1[I:13] |f:2.3|. Procedure details: Methyl 2-amino-4-chloro-5-iodobenzoate (Intermediate 2) (1 g, 3.21 mmol) and ethyl 2-(o-tolyloxy)acetate (Aldrich, 0.655 g, 3.37 mmol) were dissolved in THF (10 mL) and KHMDS 1M/THF (9.63 mL, 9.63 mmol) was added in one portion at room temperature under N2. The reaction mixture was stirred at room temperature for 1 h before quenched with MeOH and concentrated under reduced pressure. The residue was dissolved in 1N NaOH then extracted with Et2O. The aqueous extracts were acidified with 1N HCl and... The reactants are [Cl-].O[NH3+] (hydroxylammonium chloride), C(O)([O-])=O.[Na+] (sodium hydrogen carbonate), CS(=O)C (dimethyl sulfoxide), C(CCC)C=1N=C(N(C(C1CC1=CC=C(C=C1)C=1C(=CC=CC1)C#N)=O)CC(CO[Si](C)(C)C(C)(C)C)(C)C)C (4′-{[4-butyl-1-(3-{[tert-butyl(dimethyl)silyl]oxy}-2,2-dimethylpropyl)-2-methyl-6-oxo-1,6-dihydropyrimidin-5-yl]methyl}biphenyl-2-carbonitrile). Run in C(C)(=O)OCC (ethyl acetate). Conditions: temperature 40 celsius, time 30 minute. The product is C(CCC)C1=C(C(N(C(=N1)C)CC(CO)(C)C)=O)CC1=CC=C(C=C1)C1=C(C=CC=C1)C1=NOC(N1)=O (6-butyl-3-(3-hydroxy-2,2-dimethylpropyl)-2-methyl-5-{[2′-(5-oxo-4,5-dihydro-1,2,4-oxadiazol-3-yl)biphenyl-4-yl]methyl}pyrimidin-4(3H)-one). The yield is 42.3%. RXN SMILES: [Cl-].O[NH3+:3].[C:4](=[O:7])([O-])[OH:5].[Na+].CS(C)=O.[CH2:13]([C:17]1[N:18]=[C:19]([CH3:52])[N:20]([CH2:39][C:40]([CH3:51])([CH3:50])[CH2:41][O:42][Si](C(C)(C)C)(C)C)[C:21](=[O:38])[C:22]=1[CH2:23][C:24]1[CH:29]=[CH:28][C:27]([C:30]2[C:31]([C:36]#[N:37])=[CH:32][CH:33]=[CH:34][CH:35]=2)=[CH:26][CH:25]=1)[CH2:14][CH2:15][CH3:16]>C(OCC)(=O)C>[CH2:13]([C:17]1[N:18]=[C:19]([CH3:52])[N:20]([CH2:39][C:40]([CH3:50])([CH3:51])[CH2:41][OH:42])[C:21](=[O:38])[C:22]=1[CH2:23][C:24]1[CH:29]=[CH:28][C:27]([C:30]2[CH:35]=[CH:34][CH:33]=[CH:32][C:31]=2[C:36]2[NH:3][C:4](=[O:7])[O:5][N:37]=2)=[CH:26][CH:25]=1)[CH2:14][CH2:15][CH3:16] |f:0.1,2.3|. Reported procedure: A mixture of hydroxylammonium chloride (1.17 g), sodium hydrogen carbonate (1.88 g) and dimethyl sulfoxide (15 mL) was stirred at 40° C. for 30 min, 4′-{[4-butyl-1-(3-{[tert-butyl(dimethyl)silyl]oxy}-2,2-dimethylpropyl)-2-methyl-6-oxo-1,6-dihydropyrimidin-5-yl]methyl}biphenyl-2-carbonitrile (0.63 g) was added, and the mixture was stirred at 90° C. for 16 hr. The reaction mixture was diluted with ethyl acetate, washed with water and then with saturated brine, and dried over anhydrous magnesium su... Starting materials: O=C(O)C12CC3CC(CC(C3)C1)C2, CCOCC, [Cl-], NCc1ccccc1. The product is O=C(NCc1ccccc1)C12CC3CC(CC(C3)C1)C2. As a reaction SMILES: [C:2]12([C:12](=[O:13])[OH:14])[CH2:3][CH:4]3[CH2:5][CH:6]([CH2:7][CH:8]([CH2:9]1)[CH2:10]3)[CH2:11]2.[CH2:23]([O:24][CH2:25][CH3:26])[CH3:27].[Cl-:1].[NH2:15][CH2:16][c:17]1[cH:18][cH:19][cH:20][cH:21][cH:22]1>>[C:2]12([C:12](=[O:14])[NH:15][CH2:16][c:17]3[cH:18][cH:19][cH:20][cH:21][cH:22]3)[CH2:3][CH:4]3[CH2:5][CH:6]([CH2:7][CH:8]([CH2:9]1)[CH2:10]3)[CH2:11]2. Reactants: BrC1=CC=C(C=N1)C1CC(=NN1C1=C(C=CC=C1)Cl)C(=O)O (5-(6-bromo-pyridin-3-yl)-1-(2-chloro-phenyl)-4,5-dihydro-1H-pyrazole-3-carboxylic acid), S(=O)(Cl)Cl (thionyl chloride). Run at temperature 100 celsius, time 2 hour. Product: BrC1=CC=C(C=N1)C1CC(=NN1C1=C(C=CC=C1)Cl)C(=O)Cl (5-(6-bromo-pyridin-3-yl)-1-(2-chloro-phenyl)-4,5-dihydro-1H-pyrazole-3-carbonyl chloride). As a reaction SMILES: [Br:1][C:2]1[N:7]=[CH:6][C:5]([CH:8]2[N:12]([C:13]3[CH:18]=[CH:17][CH:16]=[CH:15][C:14]=3[Cl:19])[N:11]=[C:10]([C:20]([OH:22])=O)[CH2:9]2)=[CH:4][CH:3]=1.S(Cl)([Cl:25])=O>>[Br:1][C:2]1[N:7]=[CH:6][C:5]([CH:8]2[N:12]([C:13]3[CH:18]=[CH:17][CH:16]=[CH:15][C:14]=3[Cl:19])[N:11]=[C:10]([C:20]([Cl:25])=[O:22])[CH2:9]2)=[CH:4][CH:3]=1. Procedure details: 5-(6-Bromo-pyridin-3-yl)-1-(2-chloro-phenyl)-4,5-dihydro-1H-pyrazole-3-carboxylic acid (450.0 mg, 1.2 mmol) prepared in Step 3 was added to thionyl chloride (5.0 mL). The reaction mixture was stirred at 100° C. for 2 hours and then concentrated under reduced pressure. The resulting residue was concentrated under reduced pressure three times, along with using toluene, to give 5-(6-bromo-pyridin-3-yl)-1-(2-chloro-phenyl)-4,5-dihydro-1H-pyrazole-3-carbonyl chloride as a dark brown liquid.